This data is from the Open Reaction Database (ORD), a public repository of structured organic reaction records. The task is: describe an organic reaction: reactants, conditions, products, and yield Reactants: C(=O)([O-])[O-].[Cs+].[Cs+] (Cs2CO3), 2.34, S(=O)(=O)(OCCC#C)C1=CC=C(C)C=C1 (3-butynyl tosylate), C(C)OC(C(C)(C)OC1=C(C=C(C=C1)O)C)=O (2-(4-hydroxy-2-methyl-phenoxy)-2-methyl-propionic acid ethyl ester), C(=O)([O-])[O-].[Cs+].[Cs+] (Cs2CO3), 2.34, S(=O)(=O)(OCCC#C)C1=CC=C(C)C=C1 (3-Butynyl tosylate), C(=O)([O-])[O-].[Cs+].[Cs+] (Cs2CO3), S(=O)(=O)(OCCC#C)C1=CC=C(C)C=C1 (3-butynyl tosylate). Solvent: C(C)#N (acetonitrile). Conditions: temperature 60 celsius, time 2.5 hour. Yields the product C(C)OC(C(C)(C)OC1=C(C=C(C=C1)OCCC#C)C)=O (2-(4-But-3-ynyloxy-2-methyl-phenoxy)-2-methyl-propionic acid ethyl ester). RXN SMILES: [CH2:1]([O:3][C:4](=[O:17])[C:5]([O:8][C:9]1[CH:14]=[CH:13][C:12]([OH:15])=[CH:11][C:10]=1[CH3:16])([CH3:7])[CH3:6])[CH3:2].C([O-])([O-])=O.[Cs+].[Cs+].S(C1C=CC(C)=CC=1)(O[CH2:28][CH2:29][C:30]#[CH:31])(=O)=O>C(#N)C>[CH2:1]([O:3][C:4](=[O:17])[C:5]([O:8][C:9]1[CH:14]=[CH:13][C:12]([O:15][CH2:31][CH2:30][C:29]#[CH:28])=[CH:11][C:10]=1[CH3:16])([CH3:6])[CH3:7])[CH3:2] |f:1.2.3|. Reported procedure: 2.38 g (10.00 mmol) 2-(4-hydroxy-2-methyl-phenoxy)-2-methyl-propionic acid ethyl ester (described in WO 02/092590) and 1.63 g (5.00 mmol) Cs2CO3 were heated in 25 ml acetonitrile at reflux for 5 min. 2.34 (10.0 mmol) 3-Butynyl tosylate was added and heating was continued for 2.5 h. Then 1.63 g (5.00 mmol) Cs2CO3 and 2.34 (10.0 mmol) of 3-butynyl tosylate were added and the mixture was stirred at 60° C. (2.5 h). The temperature was raised to 95° C. and stirring continued for 12 h. Every 3 h 1.63 ... Reactants: ClC1=CC=2N=C(N=C(C2S1)C(=O)C=1SC=CC1)NCC=1C=NC=CC1 ({6-Chloro-2-[(pyridin-3-ylmethyl)-amino]-thieno[3,2-d]pyrimidin-4-yl}-thiophen-2-yl-methanone), tris[di(benzylidene)acetone]palladium (0), C(C)(C)(C)P(C(C)(C)C)C(C)(C)C (tri-tert-butylphosphine), C(CCC)C(=C(CCCC)CCCC)[Sn] (tributylvinyltin), C([O-])([O-])=O.[Cs+].[Cs+] (caesium carbonate), Cl (HCl). The solvent is O1CCCC1 (tetrahydrofuran). Conditions: temperature 140 celsius. Product: N1=CC(=CC=C1)CNC=1N=C(C2=C(N1)C=C(S2)C=C)C(=O)C=2SC=CC2 ({2-[(Pyridin-3-ylmethyl)-amino]-6-vinyl-thieno[3,2-d]pyrimidin-4-yl}-thiophen-2-yl-methanone). The yield is 51.0%. Reaction SMILES: Cl[C:2]1[S:10][C:9]2[C:8]([C:11]([C:13]3[S:14][CH:15]=[CH:16][CH:17]=3)=[O:12])=[N:7][C:6]([NH:18][CH2:19][C:20]3[CH:21]=[N:22][CH:23]=[CH:24][CH:25]=3)=[N:5][C:4]=2[CH:3]=1.[C:26](P(C(C)(C)C)C(C)(C)C)(C)(C)[CH3:27].C(C([Sn])=C(CCCC)CCCC)CCC.C(=O)([O-])[O-].[Cs+].[Cs+].Cl>O1CCCC1>[N:22]1[CH:23]=[CH:24][CH:25]=[C:20]([CH2:19][NH:18][C:6]2[N:7]=[C:8]([C:11]([C:13]3[S:14][CH:15]=[CH:16][CH:17]=3)=[O:12])[C:9]3[S:10][C:2]([CH:26]=[CH2:27])=[CH:3][C:4]=3[N:5]=2)[CH:21]=1 |f:3.4.5,^1:40|. Reported procedure: A stirred solution of Example 5 (0.05 g, 0.13 mmol) in tetrahydrofuran (3 ml) at room temperature was treated with tris[di(benzylidene)acetone]palladium (0) (0.006 g, 0.0065 mmol), tri-tert-butylphosphine (0.01 ml, 0.04 mmol), tributylvinyltin (0.06 ml, 0.0.195 mmol), and caesium carbonate (0.046 g, 0.14 mmol). The mixture was heated to 140° C. for 20 min in a microwave reactor. The cooled reaction mixture was poured onto aqueous HCl (2.5M, 25 ml), washed with ethylacetate, and basified (pH9) us... The reactants are OC=1C(=C(C2=C(C(C(O2)(C)C)C(=O)OC)C1C)C)C (methyl 2,3-dihydro-5-hydroxy-2,2,4,6,7-pentamethyl-1-benzofuran-3-carboxylate). The solvent is CO (methanol), [OH-].[Na+] (sodium hydroxide). Product: OC=1C(=C(C2=C(C(C(O2)(C)C)C(=O)O)C1C)C)C (2,3-dihydro-5-hydroxy-2,2,4,6,7-pentamethyl-1-benzofuran-3-carboxylic acid). Yield: 77.5%. Reaction SMILES: [OH:1][C:2]1[C:3]([CH3:19])=[C:4]([CH3:18])[C:5]2[O:9][C:8]([CH3:11])([CH3:10])[CH:7]([C:12]([O:14]C)=[O:13])[C:6]=2[C:16]=1[CH3:17]>CO.[OH-].[Na+]>[OH:1][C:2]1[C:3]([CH3:19])=[C:4]([CH3:18])[C:5]2[O:9][C:8]([CH3:11])([CH3:10])[CH:7]([C:12]([OH:14])=[O:13])[C:6]=2[C:16]=1[CH3:17] |f:2.3|. Reported procedure: Refluxing 22.36 g of the above material (see Step C) in 100 ml of methanol and 100 ml of 2N sodium hydroxide for 24 hours is followed by acidification with 120 ml of 2N hydrochloric acid, evaporation of methanol, and extraction with ethyl acetate (twice). The extract is washed with water and acidic product is extracted into a sodium bicarbonate solution, which upon acidification is reextracted with ethyl acetate. The extract is dried over sodium sulfate, filtered and evaporated. The resulting so... Reactants: CC(C)(C)OC(=O)N1CCN(c2ccccc2O)CC1, C1CCOC1, Cn1ccnc1CO, CCOC(=O)N=NC(=O)OCC, c1ccc(P(c2ccccc2)c2ccccc2)cc1. Product: Cn1ccnc1COc1ccccc1N1CCN(C(=O)OC(C)(C)C)CC1. RXN SMILES: [C:1](=[O:2])([O:3][C:4]([CH3:5])([CH3:6])[CH3:7])[N:8]1[CH2:9][CH2:10][N:11]([c:14]2[c:15]([OH:20])[cH:16][cH:17][cH:18][cH:19]2)[CH2:12][CH2:13]1.[CH2:60]1[O:61][CH2:62][CH2:63][CH2:64]1.[CH3:21][n:22]1[c:23]([CH2:27][OH:28])[n:24][cH:25][cH:26]1.[O:48]=[C:49]([O:50][CH2:51][CH3:52])[N:53]=[N:54][C:55]([O:56][CH2:57][CH3:58])=[O:59].[c:29]1([P:30]([c:31]2[cH:32][cH:33][cH:34][cH:35][cH:36]2)[c:37]2[cH:38][cH:39][cH:40][cH:41][cH:42]2)[cH:43][cH:44][cH:45][cH:46][cH:47]1>>[C:1](=[O:2])([O:3][C:4]([CH3:5])([CH3:6])[CH3:7])[N:8]1[CH2:9][CH2:10][N:11]([c:14]2[c:15]([O:20][CH2:27][c:23]3[n:22]([CH3:21])[cH:26][cH:25][n:24]3)[cH:16][cH:17][cH:18][cH:19]2)[CH2:12][CH2:13]1. The reactants are O (water), C(CCC)O (butanol), C(C)(=O)OCCCC (butyl acetate). Yields the product C(C=C)(=O)OCCCC (butyl acrylate). Procedure: At the top of the column, a mixture of water, butanol, butyl acetate and butyl acrylate was obtained which separated into an aqueous phase and an organic phase; after the addition of 300 ppm of phenothiazine, the organic phase was supplied as reflux to the column. RXN SMILES: O.[CH2:2]([OH:6])[CH2:3][CH2:4][CH3:5].C([O:10][CH2:11][CH2:12][CH2:13]C)(=O)C>>[C:11]([O:6][CH2:2][CH2:3][CH2:4][CH3:5])(=[O:10])[CH:12]=[CH2:13]. Reactants: ClCCCCC1=CNC2=CC=C(C=C12)OC (3-(4-chlorobutyl)-5-methoxyindole), OCC=1OC2=C(C1)C=C(C=C2)N2CCNCC2 (1-(2-hydroxymethylbenzofuran-5-yl)piperazine). The solvent is C(C)#N (acetonitrile). Reaction conditions: time 10 hour. Product: COC=1C=C2C(=CNC2=CC1)CCCCN1CCN(CC1)C=1C=CC2=C(C=C(O2)CO)C1 (1-[4-(5-methoxyindol-3-yl)butyl]-4-(2-hydroxymethylbenzofuran-5-yl)piperazine). RXN SMILES: Cl[CH2:2][CH2:3][CH2:4][CH2:5][C:6]1[C:14]2[C:9](=[CH:10][CH:11]=[C:12]([O:15][CH3:16])[CH:13]=2)[NH:8][CH:7]=1.[OH:17][CH2:18][C:19]1[O:20][C:21]2[CH:27]=[CH:26][C:25]([N:28]3[CH2:33][CH2:32][NH:31][CH2:30][CH2:29]3)=[CH:24][C:22]=2[CH:23]=1>C(#N)C>[CH3:16][O:15][C:12]1[CH:13]=[C:14]2[C:9](=[CH:10][CH:11]=1)[NH:8][CH:7]=[C:6]2[CH2:5][CH2:4][CH2:3][CH2:2][N:31]1[CH2:30][CH2:29][N:28]([C:25]2[CH:26]=[CH:27][C:21]3[O:20][C:19]([CH2:18][OH:17])=[CH:23][C:22]=3[CH:24]=2)[CH2:33][CH2:32]1. Reported procedure: 1.8 g of 3-(4-chlorobutyl)-5-methoxyindole [obtainable by diazotization of p-methoxyaniline, reaction with ethyl cyclohexanone-2-carboxylate according to Japp-Klingemann to give 4-(2-carbethoxyindol-3-yl)butyric acid, alkaline hydrolysis, decarboxylation, reduction with LiAlH4 and reaction with SOCl2 ] and 1.9 g of 1-(2-hydroxymethylbenzofuran-5-yl)piperazine [obtainable by reaction of N,N-bis(2-chloroethyl)amine with 2-hydroxymethyl-5-aminobenzofuran] are dissolved in 200 ml of acetonitrile and... Starting materials: C(CC)C1=NC2=C(N1CC1=CC=C(C=C1)OC(C1=CC=CC=C1)C(=O)OCC)C=C(C=C2C)C2=NC1=C(N2C)C=CC=C1 (2-n-propyl-6-(1-methyl-benzimidazol-2-yl)-4-methyl-1-[4-[(α-ethoxycarbonyl)benzyloxy]benzyl]benzimidazole), [OH-].[Na+] (sodium hydroxide). Run in C(C)O (ethanol). Product: C(CC)C1=NC2=C(N1CC1=CC=C(C=C1)OC(C1=CC=CC=C1)C(=O)O)C=C(C=C2C)C2=NC1=C(N2C)C=CC=C1 (2-n-Propyl-6-(1-methyl-benzimidazol-2-yl)-4-methyl-1-[4-[(α-carboxy)benzyloxy]benzyl]benzimidazole). As a reaction SMILES: [CH2:1]([C:4]1[N:8]([CH2:9][C:10]2[CH:15]=[CH:14][C:13]([O:16][CH:17]([C:24]([O:26]CC)=[O:25])[C:18]3[CH:23]=[CH:22][CH:21]=[CH:20][CH:19]=3)=[CH:12][CH:11]=2)[C:7]2[CH:29]=[C:30]([C:34]3[N:38]([CH3:39])[C:37]4[CH:40]=[CH:41][CH:42]=[CH:43][C:36]=4[N:35]=3)[CH:31]=[C:32]([CH3:33])[C:6]=2[N:5]=1)[CH2:2][CH3:3].[OH-].[Na+]>C(O)C>[CH2:1]([C:4]1[N:8]([CH2:9][C:10]2[CH:15]=[CH:14][C:13]([O:16][CH:17]([C:24]([OH:26])=[O:25])[C:18]3[CH:19]=[CH:20][CH:21]=[CH:22][CH:23]=3)=[CH:12][CH:11]=2)[C:7]2[CH:29]=[C:30]([C:34]3[N:38]([CH3:39])[C:37]4[CH:40]=[CH:41][CH:42]=[CH:43][C:36]=4[N:35]=3)[CH:31]=[C:32]([CH3:33])[C:6]=2[N:5]=1)[CH2:2][CH3:3] |f:1.2|. Reported procedure: Prepared analogously to Example 1b from 2-n-propyl-6-(1-methyl-benzimidazol-2-yl)-4-methyl-1-[4-[(α-ethoxycarbonyl)benzyloxy]benzyl]benzimidazole and 1N sodium hydroxide solution in ethanol. Run at temperature -30 celsius, time 30 minute. Yields the product ClC=1C=C(C(=O)OCC)C(=CN1)C=O (ethyl 2-chloro-5-formylisonicotinate). As a reaction SMILES: C([Li])CCC.CC1CCCN(C)C1(C)C.[Cl:16][C:17]1[CH:25]=[CH:24][C:20]([C:21]([OH:23])=O)=[CH:19][N:18]=1.CN(C=[O:30])C.C1[CH2:35][O:34][CH2:33][CH2:32]1>>[Cl:16][C:17]1[CH:25]=[C:24]([C:20]([CH:21]=[O:23])=[CH:19][N:18]=1)[C:35]([O:34][CH2:33][CH3:32])=[O:30]. Starting materials: CN(C)C=O (DMF), C(CCC)[Li] (n-butyllithium), CC1C(N(CCC1)C)(C)C (tetramethylpiperidine), C1CCOC1 (THF), ClC1=NC=C(C(=O)O)C=C1 (6-chloronicotinic acid). Solvent: hexanes. Procedure details: A solution of 51 ml (128 mmol) of 2.5 N n-butyllithium in hexanes was added slowly to a THF solution of 16 ml (95 mmol) of tetramethylpiperidine cooled in a dry ice-acetone bath. The solution was warmed to −30° C. and cooled to −60° C. before 5.0 g (32 mmol) of 6-chloronicotinic acid was added portion wise. The mixture was warmed to −25° C. and stirred for 30 min. It was then cooled to −70° C. and 10 ml (129 mmol) DMF was added quickly. After quenching with 1N HCl, the solution was warmed to roo... The reactants are CC=1C(=NC=CC1OCC(F)(F)F)CS(=O)C1=NC2=C(N1)C=CC=C2 (2-[3-methyl-4-(2,2,2-trifluoroethoxy)pyridin-2-ylmethanesulfinyl]-1H-benzimidazole), [H-].[Na+] (NaH), S(=O)(=O)(Cl)Cl (sulfonyl chloride), [N+](=O)([O-])C=1C=C(C=CC1)S(=O)(=O)CCOC(C1=CC(=CC=C1)S(=O)(=O)Cl)=O (3-Chlorosulfonyl-benzoic acid 2-(3-nitro-benzenesulfonyl)ethyl ester). Run in C(Cl)Cl (CH2Cl2), O (water). The product is [N+](=O)([O-])C=1C=C(C=CC1)S(=O)(=O)CCOC(C1=CC(=CC=C1)S(=O)(=O)N1C(=NC2=C1C=CC=C2)S(=O)CC2=NC=CC(=C2C)OCC(F)(F)F)=O (3-{2-[3-Methyl-4-(2,2,2-trifluoro-ethoxy)-pyridin-2-ylmethanesulfinyl]-benzimidazole-1-sulfonyl}benzoic acid 2-(3-nitro-benzenesulfonyl)ethyl ester). The yield is 80.0%. Reaction SMILES: [CH3:1][C:2]1[C:3]([CH2:14][S:15]([C:17]2[NH:21][C:20]3[CH:22]=[CH:23][CH:24]=[CH:25][C:19]=3[N:18]=2)=[O:16])=[N:4][CH:5]=[CH:6][C:7]=1[O:8][CH2:9][C:10]([F:13])([F:12])[F:11].[H-].[Na+].S(Cl)(Cl)(=O)=O.[N+:33]([C:36]1[CH:37]=[C:38]([S:42]([CH2:45][CH2:46][O:47][C:48](=[O:59])[C:49]2[CH:54]=[CH:53][CH:52]=[C:51]([S:55](Cl)(=[O:57])=[O:56])[CH:50]=2)(=[O:44])=[O:43])[CH:39]=[CH:40][CH:41]=1)([O-:35])=[O:34]>C(Cl)Cl.O>[N+:33]([C:36]1[CH:37]=[C:38]([S:42]([CH2:45][CH2:46][O:47][C:48](=[O:59])[C:49]2[CH:54]=[CH:53][CH:52]=[C:51]([S:55]([N:21]3[C:20]4[CH:22]=[CH:23][CH:24]=[CH:25][C:19]=4[N:18]=[C:17]3[S:15]([CH2:14][C:3]3[C:2]([CH3:1])=[C:7]([O:8][CH2:9][C:10]([F:13])([F:11])[F:12])[CH:6]=[CH:5][N:4]=3)=[O:16])(=[O:57])=[O:56])[CH:50]=2)(=[O:43])=[O:44])[CH:39]=[CH:40][CH:41]=1)([O-:35])=[O:34] |f:1.2|. Reported procedure: To a heterogeneous mixture of 2-[3-methyl-4-(2,2,2-trifluoroethoxy)pyridin-2-ylmethanesulfinyl]-1H-benzimidazole (600 mg, 1.62 mmol) in CH2Cl (10 mL) was added NaH (45 mg, 1.95 mmol) at room temperature, resulting in a clear solution. To this clear mixture was added the sulfonyl chloride (Intermediate 1, 845 mg, 1.95 mmol, 1.2 eq), in CH2Cl2 at room temperature, and then the mixture was stirred for 2 h. Thereafter water was added and the mixture was extracted with CH2Cl2, and the organic layers ... Reactants: C(C)(C)(C)N1N=C2C(NC3(CC2=C1)CCN(CC3)C(=O)OC(C)(C)C)=O (tert-butyl 2′-tert-butyl-7′-oxo-2′,4′,6′,7′-tetrahydrospiro[piperidine-4,5′-pyrazolo[3,4-c]pyridine]-1-carboxylate), Cl (hydrochloric acid). Solvent: C(C)(=O)OCC (ethyl acetate), O1CCOCC1 (1,4-dioxane). Run at time 3 hour. Product: Cl.C(C)(C)(C)N1N=C2C(NC3(CC2=C1)CCNCC3)=O (2′-tert-butyl-4′,6′-dihydrospiro[piperidine-4,5′-pyrazolo[3,4-c]pyridin]-7′(2′H)-one hydrochloride salt). RXN SMILES: [C:1]([N:5]1[CH:13]=[C:12]2[C:7]([C:8](=[O:26])[NH:9][C:10]3([CH2:18][CH2:17][N:16](C(OC(C)(C)C)=O)[CH2:15][CH2:14]3)[CH2:11]2)=[N:6]1)([CH3:4])([CH3:3])[CH3:2].[ClH:27]>C(OCC)(=O)C.O1CCOCC1>[ClH:27].[C:1]([N:5]1[CH:13]=[C:12]2[C:7]([C:8](=[O:26])[NH:9][C:10]3([CH2:18][CH2:17][NH:16][CH2:15][CH2:14]3)[CH2:11]2)=[N:6]1)([CH3:4])([CH3:2])[CH3:3] |f:4.5|. Procedure details: To a solution of tert-butyl 2′-tert-butyl-7′-oxo-2′,4′,6′,7′-tetrahydrospiro[piperidine-4,5′-pyrazolo[3,4-c]pyridine]-1-carboxylate (70 mg, 0.19 mmol) in ethyl acetate (5 mL) was added 4 M hydrochloric acid in 1,4-dioxane (2 mL) and the mixture was stirred 3 hours at room temperature. The volatiles were removed under reduced pressure and the resultant colorless solid was triturated from heptanes (10 mL) and dried under reduced pressure to yield 2′-tert-butyl-4′,6′-dihydrospiro[piperidine-4,5′-py...